Dataset: the Open Reaction Database (ORD), a public repository of structured organic reaction records. Task: describe an organic reaction: reactants, conditions, products, and yield Procedure: Under an argon atmosphere 2-[(4-chlorophenoxy)methyl]-1-methyl-3-carboxy-1H-indole (0.100 g, 0.317 mmol) was dissolved in 3.2 ml of N,N-dimethylformamide. To this solution were added N,N-bis(3-dimethylaminopropyl)amine (0.074 ml, 0.0623 g, 0.332 mmol), 1-(3-dimethylaminopropyl)-3-ethylcarbodiimide hydrochloride (0.091 g, 0.475 mmol), and hydroxybenztriazole (0.0642 g, 0.475 mmol). The resulting mixture was then heated for 6 hours and then stirred at room temperature overnight. The progress of th... Run at time 8 hour. The solvent is CN(C=O)C (N,N-dimethylformamide). The reactants are CN(CCCNCCCN(C)C)C (N,N-bis(3-dimethylaminopropyl)amine), Cl.CN(CCCN=C=NCC)C (1-(3-dimethylaminopropyl)-3-ethylcarbodiimide hydrochloride), OC1=CC=CC=2NN=NC21 (hydroxybenztriazole), ClC1=CC=C(OCC=2N(C3=CC=CC=C3C2C(=O)O)C)C=C1 (2-[(4-chlorophenoxy)methyl]-1-methyl-3-carboxy-1H-indole). Reaction SMILES: [Cl:1][C:2]1[CH:22]=[CH:21][C:5]([O:6][CH2:7][C:8]2[N:9]([CH3:20])[C:10]3[C:15]([C:16]=2[C:17]([OH:19])=O)=[CH:14][CH:13]=[CH:12][CH:11]=3)=[CH:4][CH:3]=1.[CH3:23][N:24]([CH3:35])[CH2:25][CH2:26][CH2:27][NH:28][CH2:29][CH2:30][CH2:31][N:32]([CH3:34])[CH3:33].Cl.CN(C)CCCN=C=NCC.OC1C2N=NNC=2C=CC=1>CN(C)C=O>[Cl:1][C:2]1[CH:22]=[CH:21][C:5]([O:6][CH2:7][C:8]2[N:9]([CH3:20])[C:10]3[C:15]([C:16]=2[C:17]([N:28]([CH2:27][CH2:26][CH2:25][N:24]([CH3:35])[CH3:23])[CH2:29][CH2:30][CH2:31][N:32]([CH3:33])[CH3:34])=[O:19])=[CH:14][CH:13]=[CH:12][CH:11]=3)=[CH:4][CH:3]=1 |f:2.3|. The product is ClC1=CC=C(OCC=2N(C3=CC=CC=C3C2C(=O)N(CCCN(C)C)CCCN(C)C)C)C=C1 (2-[(4-chlorophenoxy)methyl]-1-methyl-3-[[N,N-bis(3-dimethylaminopropyl)amino]carbonyl]-1H-indole).